describe an organic reaction: reactants, conditions, products, and yield From a dataset of the Open Reaction Database (ORD), a public repository of structured organic reaction records. Starting materials: CN(C)C=O, [Cl-], COc1ccnc(-c2ccc(Cl)c([N+](=O)[O-])c2)c1, [H-], N#CN, [NH4+], [Na+]. The product is COc1ccnc(-c2ccc(NC#N)c([N+](=O)[O-])c2)c1. Reaction SMILES: [CH3:26][N:27]([CH3:28])[CH:29]=[O:30].[Cl-:24].[Cl:6][c:7]1[c:8]([N+:21](=[O:22])[O-:23])[cH:9][c:10](-[c:13]2[n:14][cH:15][cH:16][c:17]([O:19][CH3:20])[cH:18]2)[cH:11][cH:12]1.[H-:4].[NH2:1][C:2]#[N:3].[NH4+:25].[Na+:5]>>[NH:1]([C:2]#[N:3])[c:7]1[c:8]([N+:21](=[O:22])[O-:23])[cH:9][c:10](-[c:13]2[n:14][cH:15][cH:16][c:17]([O:19][CH3:20])[cH:18]2)[cH:11][cH:12]1. Starting materials: ice water, C(C)(=O)OCC (ethyl acetate), C1(=CC=C(C=C1)C1=CC=CC=C1)C1=CC2=C(N=CN=C2O)N1 (6-(biphen-4-yl)-7H-pyrrolo[2,3-d]-pyrimidin-4-ol), P(=O)(Cl)(Cl)Cl (phosphorus oxychloride). Conditions: time 4 hour. Product: ClC=1C2=C(N=CN1)NC(=C2)C2=CC=C(C=C2)C2=CC=CC=C2 (4-Chloro-6-(biphen-4-yl)-7H-pyrrolo[2,3-d]pyrimidine). RXN SMILES: [C:1]1([C:13]2[NH:22][C:16]3[N:17]=[CH:18][N:19]=[C:20](O)[C:15]=3[CH:14]=2)[CH:6]=[CH:5][C:4]([C:7]2[CH:12]=[CH:11][CH:10]=[CH:9][CH:8]=2)=[CH:3][CH:2]=1.C(OCC)(=O)C.P(Cl)(Cl)([Cl:31])=O>>[Cl:31][C:20]1[C:15]2[CH:14]=[C:13]([C:1]3[CH:6]=[CH:5][C:4]([C:7]4[CH:12]=[CH:11][CH:10]=[CH:9][CH:8]=4)=[CH:3][CH:2]=3)[NH:22][C:16]=2[N:17]=[CH:18][N:19]=1. Procedure details: Under a protective gas, 430.5 mg (1.5 mmol) of 6-(biphen-4-yl)-7H-pyrrolo[2,3-d]-pyrimidin-4-ol in 6 ml of phosphorus oxychloride are heated at boiling for 4 hours. The reaction mixture is poured into ice-water and ethyl acetate. The aqueous phase is separated off and extracted with ethyl acetate. Concentrating the organic phases by evaporation and stirring the residue in hot THF/isopropanol yield the title compound; m.p. 295-300° C. (decomposition); FAB-MS: (M+H)+ =306.